From a dataset of the Open Reaction Database (ORD), a public repository of structured organic reaction records. describe an organic reaction: reactants, conditions, products, and yield Run in C(Cl)Cl (CH2Cl2). Procedure: In a pear-shaped flask, the above synthesized (S)-2-[(S)-2-(9H-fluoren-9-ylmethoxycarbonylamino)-3-phenyl-propionylamino]-hexanoic acid (10.72 g, 21 mmol, Eq: 1.00), (4-aminophenyl)methanol (2.717 g, 22 mmol, Eq: 1.03), and 2-ethoxy-1-ethoxycarbonyl-1,2-dihydroquinoline (EEDQ) (7.994 g, 32 mmol, Eq: 1.50) were dissolved in CH2Cl2 (320 ml) and stirred overnight under a balloon of Ar. The mixture was poured onto crashed ice/NH4Cl, extracted 2× with AcOEt, washed with H2O, dried over Na2SO4, and th... As a reaction SMILES: [CH:1]1[C:13]2[CH:12]([CH2:14][O:15][C:16]([NH:18][C@@H:19]([CH2:31][C:32]3[CH:37]=[CH:36][CH:35]=[CH:34][CH:33]=3)[C:20]([NH:22][C@@H:23]([CH2:27][CH2:28][CH2:29][CH3:30])[C:24](O)=[O:25])=[O:21])=[O:17])[C:11]3[C:6](=[CH:7][CH:8]=[CH:9][CH:10]=3)[C:5]=2[CH:4]=[CH:3][CH:2]=1.[NH2:38][C:39]1[CH:44]=[CH:43][C:42]([CH2:45][OH:46])=[CH:41][CH:40]=1.C(OC1C=CC2C(=CC=CC=2)N1C(OCC)=O)C>C(Cl)Cl>[CH:1]1[C:13]2[CH:12]([CH2:14][O:15][C:16](=[O:17])[NH:18][C@H:19]([C:20](=[O:21])[NH:22][C@H:23]([C:24](=[O:25])[NH:38][C:39]3[CH:44]=[CH:43][C:42]([CH2:45][OH:46])=[CH:41][CH:40]=3)[CH2:27][CH2:28][CH2:29][CH3:30])[CH2:31][C:32]3[CH:33]=[CH:34][CH:35]=[CH:36][CH:37]=3)[C:11]3[C:6](=[CH:7][CH:8]=[CH:9][CH:10]=3)[C:5]=2[CH:4]=[CH:3][CH:2]=1. Reactants: C1=CC=CC=2C3=CC=CC=C3C(C12)COC(=O)N[C@H](C(=O)N[C@H](C(=O)O)CCCC)CC1=CC=CC=C1 ((S)-2-[(S)-2-(9H-fluoren-9-ylmethoxycarbonylamino)-3-phenyl-propionylamino]-hexanoic acid), NC1=CC=C(C=C1)CO ((4-aminophenyl)methanol), C(C)OC1N(C2=CC=CC=C2C=C1)C(=O)OCC (2-ethoxy-1-ethoxycarbonyl-1,2-dihydroquinoline), ice NH4Cl. Yields the product C1=CC=CC=2C3=CC=CC=C3C(C12)COC(N[C@@H](CC1=CC=CC=C1)C(N[C@@H](CCCC)C(NC1=CC=C(C=C1)CO)=O)=O)=O ({(S)-1-[(S)-1-(4-Hydroxymethyl-phenylcarbamoyl)-pentylcarbamoyl]-2-phenyl-ethyl}-carbamic acid 9H-fluoren-9-ylmethyl ester). Reaction conditions: time 8 hour. Yield: 41.3%.